Task: describe an organic reaction: reactants, conditions, products, and yield. Dataset: the Open Reaction Database (ORD), a public repository of structured organic reaction records Starting materials: CSCCCN (3-(methylthio)-propylamine), COC1OC(CC1)OC (2,5-dimethoxytetrahydrofuran), [OH-].[Na+] (sodium hydroxide). Run in C(C)(=O)O (acetic acid). Yields the product CSCCCN1C=CC=C1 (N-(γ-Methylthiopropyl)pyrrole). As a reaction SMILES: [CH3:1][S:2][CH2:3][CH2:4][CH2:5][NH2:6].CO[CH:9]1[CH2:13][CH2:12][CH:11](OC)O1.[OH-].[Na+]>C(O)(=O)C>[CH3:1][S:2][CH2:3][CH2:4][CH2:5][N:6]1[CH:9]=[CH:13][CH:12]=[CH:11]1 |f:2.3|. Procedure: A mixture of 25 g (0.36 mole) 3-(methylthio)-propylamine and 43 g (0.36 mole) 2,5-dimethoxytetrahydrofuran is placed in a 1-liter 3-neck flask equipped with a stirrer, addition funnel, thermometer and condenser, and 200 ml glacial acetic acid is added dropwise with stirring while maintaining the temperature below 20°C. The reaction mixture is refluxed for 30 minutes and, after cooling, it is made basic (pH 9-10) by the addition of 375 ml 30% aqueous sodium hydroxide and steam-distilled for 3 hou... The reactants are N1=CC=C(C=C1)C=1OC2=C(N1)C=CC=C2 (2-(4-pyridinyl)benzoxazole), C(C1=CC=CC=C1)Cl (benzyl chloride), C(CC)O (n-propanol). Solvent: CS(=O)C (dimethylsulfoxide). Product: [Cl-].O1C(=NC2=C1C=CC=C2)C2=CC=[N+](C=C2)CC2=CC=CC=C2 (4-(2-Benzoxazolyl)-1-(phenylmethyl)pyridinium chloride). Yield: 39.8%. As a reaction SMILES: [N:1]1[CH:6]=[CH:5][C:4]([C:7]2[O:8][C:9]3[CH:15]=[CH:14][CH:13]=[CH:12][C:10]=3[N:11]=2)=[CH:3][CH:2]=1.[CH2:16]([Cl:23])[C:17]1[CH:22]=[CH:21][CH:20]=[CH:19][CH:18]=1.C(O)CC>CS(C)=O>[Cl-:23].[O:8]1[C:9]2[CH:15]=[CH:14][CH:13]=[CH:12][C:10]=2[N:11]=[C:7]1[C:4]1[CH:3]=[CH:2][N+:1]([CH2:16][C:17]2[CH:22]=[CH:21][CH:20]=[CH:19][CH:18]=2)=[CH:6][CH:5]=1 |f:4.5|. Procedure: A solution of 117.0 g of 2-(4-pyridinyl)benzoxazole and 95.0 g of benzyl chloride in 1 liter of a 9:1 mixture of n-propanol and dimethylsulfoxide is heated at reflux for 72 hours. The solvent mixture is then removed and the residue suspended in 100 ml of water. The crystalline product which separates is filtered, washed with acetone, and dried to give 76.6 g of product. Concentration of the mother liquors gives an additional 27.8 g of product, melting point 194°-196° C., dec. Recrystallization f... Solvent: O1CCCC1 (tetrahydrofuran), O1CCCC1 (tetrahydrofuran). Starting materials: ClC1=NC=CC(=N1)C=1SC2=C(C1)C=CC(=C2)OC (2-(2-chloropyrimidine-4-yl)-6-methoxybenzothiophene), O (water), FCCO (2-Fluoroethanol), [H-].[Na+] (sodium hydride). Run at temperature 60 celsius. Product: FCCOC1=NC=CC(=N1)C=1SC2=C(C1)C=CC(=C2)OC (2-[2-(2-fluoroethoxy)pyrimidine-4-yl]-6-methoxybenzothiophene). RXN SMILES: [F:1][CH2:2][CH2:3][OH:4].[H-].[Na+].Cl[C:8]1[N:13]=[C:12]([C:14]2[S:15][C:16]3[CH:22]=[C:21]([O:23][CH3:24])[CH:20]=[CH:19][C:17]=3[CH:18]=2)[CH:11]=[CH:10][N:9]=1.O>O1CCCC1>[F:1][CH2:2][CH2:3][O:4][C:8]1[N:13]=[C:12]([C:14]2[S:15][C:16]3[CH:22]=[C:21]([O:23][CH3:24])[CH:20]=[CH:19][C:17]=3[CH:18]=2)[CH:11]=[CH:10][N:9]=1 |f:1.2|. Yield: 72.1%. Procedure: 2-Fluoroethanol (32 μL, 0.54 mmol) and sodium hydride (NaH, 22 mg, 0.54 mmol) were dissolved in a solvent of anhydrous tetrahydrofuran (4 mL) under nitrogen, and the mixture was added to a solution of anhydrous tetrahydrofuran (3 mL) containing 2-(2-chloropyrimidine-4-yl)-6-methoxybenzothiophene (105a, 100 mg, 0.36 mmol) obtained in Preparation Example 19 dissolved therein at room temperature, heated at 60° C. for 10 hours, cooled to room temperature, followed by adding water. Organic compounds ... The reactants are ClC1=CC=C(C=C1)CC#N (p-chlorophenylacetonitrile), [O-]CC.[Na+] (sodium ethoxide), [Na] (sodium), ClC1=CC=C(C=C1)C(C(C(=O)OCC)=O)C#N (Ethyl 3-(p-chlorophenyl)-3-cyanopyruvate). Solvent: O (water), C(C)(=O)O (acetic acid). Product: ClC1=CC=C(C=C1)C(C#N)C(C(C(C#N)C1=CC=C(C=C1)Cl)=O)=O (2,5-di-(p-chlorophenyl)-3,4-dioxoadiponitrile). RXN SMILES: [Cl:1][C:2]1[CH:7]=[CH:6][C:5]([CH:8]([C:16]#[N:17])[C:9](=[O:15])[C:10]([O:12]CC)=O)=[CH:4][CH:3]=1.[Cl:18][C:19]1[CH:24]=[CH:23][C:22]([CH2:25][C:26]#[N:27])=[CH:21][CH:20]=1.[O-]CC.[Na+].[Na]>O.C(O)(=O)C>[Cl:18][C:19]1[CH:24]=[CH:23][C:22]([CH:25]([C:10](=[O:12])[C:9](=[O:15])[CH:8]([C:5]2[CH:4]=[CH:3][C:2]([Cl:1])=[CH:7][CH:6]=2)[C:16]#[N:17])[C:26]#[N:27])=[CH:21][CH:20]=1 |f:2.3,^1:31|. Procedure details: Ethyl 3-(p-chlorophenyl)-3-cyanopyruvate (40 g., 0.16 mol.) and 49.8 g. (0.33 mol.) of p-chlorophenylacetonitrile were added to an alcoholic solution of sodium ethoxide [prepared from 7.36 g. (0.32 g.-atom) of sodium and 190 ml. of absolute ethanol] and the resulting solution was refluxed for two hours. The reaction mixture was diluted with water, acidified with acetic acid and cooled (ice bath) to yield 2,5-di-(p-chlorophenyl)-3,4-dioxoadiponitrile, m.p. 280°. Reactants: C(=O)N1C(CC(CC1C(=O)OCC)=C)(C(=O)OCC)C(=O)OCC (Triethyl 1-formyl-4-methylene-2,2,6-piperidine tricarboxylate), [Cl-].[Na+] (sodium chloride), O (water). Run in CS(=O)C (dimethylsulfoxide). Run at temperature 165 celsius, time 3 hour. The product is C(=O)N1C(CC(CC1C(=O)OCC)=C)C(=O)OCC (Diethyl 1-formyl-4-methylene-2,6-piperidine dicarboxylate). Isolated yield 101.4%. Reaction SMILES: [CH:1]([N:3]1[CH:8]([C:9]([O:11][CH2:12][CH3:13])=[O:10])[CH2:7][C:6](=[CH2:14])[CH2:5][C:4]1(C(OCC)=O)[C:15]([O:17][CH2:18][CH3:19])=[O:16])=[O:2].[Cl-].[Na+].O>CS(C)=O>[CH:1]([N:3]1[CH:8]([C:9]([O:11][CH2:12][CH3:13])=[O:10])[CH2:7][C:6](=[CH2:14])[CH2:5][CH:4]1[C:15]([O:17][CH2:18][CH3:19])=[O:16])=[O:2] |f:1.2|. Procedure: A mixture of 5 g of the product of Step B, 0.8 g of sodium chloride, 0.26 g of water and 15 ml of dimethylsulfoxide was stirred for 3 hours at 165° C. and the mixture was returned to ambient temperature followed by filtering, washing and evaporating to dryness to obtain 4 g of product which was purified on silica eluting with a cyclohexane-ethyl acetate (9-1) mixture, then by a cyclohexane-ethyl acetate (7-3) mixture to obtain 3.1 g of the desired product with a Rf=0.5. Reactants: BrC=1C=C2C(=C(C=NC2=CC1)C(C)=O)Cl (1-(6-bromo-4-chloroquinolin-3-yl)ethanone), CN1CC(CC1)N1N=CC(=C1)N (1-(1-methylpyrrolidin-3-yl)-1H-pyrazol-4-amine). Yields the product BrC=1C=C2C(=C(C=NC2=CC1)C(C)=O)NC=1C=NN(C1)C1CN(CC1)C (1-(6-bromo-4-((1-(1-methylpyrrolidin-3-yl)-1H-pyrazol-4-yl)amino)quinolin-3-yl)ethanone). The yield is 86.9%. Reaction SMILES: [Br:1][C:2]1[CH:3]=[C:4]2[C:9](=[CH:10][CH:11]=1)[N:8]=[CH:7][C:6]([C:12](=[O:14])[CH3:13])=[C:5]2Cl.[CH3:16][N:17]1[CH2:21][CH2:20][CH:19]([N:22]2[CH:26]=[C:25]([NH2:27])[CH:24]=[N:23]2)[CH2:18]1>>[Br:1][C:2]1[CH:3]=[C:4]2[C:9](=[CH:10][CH:11]=1)[N:8]=[CH:7][C:6]([C:12](=[O:14])[CH3:13])=[C:5]2[NH:27][C:25]1[CH:24]=[N:23][N:22]([CH:19]2[CH2:20][CH2:21][N:17]([CH3:16])[CH2:18]2)[CH:26]=1. Reported procedure: Following general procedure C, 1-(6-bromo-4-chloroquinolin-3-yl)ethanone (285 mg, 1.0 mmol) was reacted with 1-(1-methylpyrrolidin-3-yl)-1H-pyrazol-4-amine (0.28 g, 1.68 mmol) to afford the desired product (360 mg, 87%) as a light yellow solid. ESI MS m/z 414 [C19H20BrN5O+H]+ Starting materials: CC(=O)c1cccc(NC(=O)C2CCN(C(C)=O)CC2)c1, CC(=O)O[BH-](OC(C)=O)OC(C)=O, O=C([O-])O, CC(=O)O, CC(C)O[Ti+](OC(C)C)OC(C)C, [Cl-], Nc1ccccc1Oc1ccc(Cl)cc1, ClCCl, [Na+], [Na+]. Yields the product CC(=O)N1CCC(C(=O)Nc2cccc(C(C)Nc3ccccc3Oc3ccc(Cl)cc3)c2)CC1. As a reaction SMILES: [C:16]([CH3:17])(=[O:18])[N:19]1[CH2:20][CH2:21][CH:22]([C:25](=[O:26])[NH:27][c:28]2[cH:29][c:30]([C:34]([CH3:35])=[O:36])[cH:31][cH:32][cH:33]2)[CH2:23][CH2:24]1.[C:37]([O:38][BH-:39]([O:40][C:41](=[O:42])[CH3:43])[O:44][C:45](=[O:46])[CH3:47])(=[O:48])[CH3:49].[C:51](=[O:52])([OH:53])[O-:54].[CH3:73][C:74](=[O:75])[OH:76].[CH:60]([O:61][Ti+:62]([O:63][CH:64]([CH3:65])[CH3:66])[O:67][CH:68]([CH3:69])[CH3:70])([CH3:71])[CH3:72].[Cl-:59].[Cl:1][c:2]1[cH:3][cH:4][c:5]([O:6][c:7]2[c:8]([NH2:9])[cH:10][cH:11][cH:12][cH:13]2)[cH:14][cH:15]1.[Cl:56][CH2:57][Cl:58].[Na+:50].[Na+:55]>>[Cl:1][c:2]1[cH:3][cH:4][c:5]([O:6][c:7]2[c:8]([NH:9][CH:34]([c:30]3[cH:29][c:28]([NH:27][C:25]([CH:22]4[CH2:21][CH2:20][N:19]([C:16]([CH3:17])=[O:18])[CH2:24][CH2:23]4)=[O:26])[cH:33][cH:32][cH:31]3)[CH3:35])[cH:10][cH:11][cH:12][cH:13]2)[cH:14][cH:15]1.